This data is from the Open Reaction Database (ORD), a public repository of structured organic reaction records. The task is: describe an organic reaction: reactants, conditions, products, and yield Starting materials: C(C)(=O)OCC (ethyl acetate), N(=[N+]=[N-])C(C)C=1N=C2N(C(C1C=1SC=CN1)=O)C(=CS2)C (7-(1-azidoethyl)-3-methyl-6-(1,3-thiazol-2-yl)-5H-[1,3]thiazolo[3,2-a]pyrimidin-5-one), CP(C)C (trimethylphosphine). Run in O1CCCC1 (tetrahydrofuran), O (water), O1CCCC1 (tetrahydrofuran). Run at time 1 hour. The product is NC(C)C=1N=C2N(C(C1C=1SC=CN1)=O)C(=CS2)C (7-(1-aminoethyl)-3-methyl-6-(1,3-thiazol-2-yl)-5H-[1,3]thiazolo[3,2-a]pyrimidin-5-one). Reaction SMILES: [N:1]([CH:4]([C:6]1[N:7]=[C:8]2[S:20][CH:19]=[C:18]([CH3:21])[N:9]2[C:10](=[O:17])[C:11]=1[C:12]1[S:13][CH:14]=[CH:15][N:16]=1)[CH3:5])=[N+]=[N-].CP(C)C.C(OCC)(=O)C>O1CCCC1.O>[NH2:1][CH:4]([C:6]1[N:7]=[C:8]2[S:20][CH:19]=[C:18]([CH3:21])[N:9]2[C:10](=[O:17])[C:11]=1[C:12]1[S:13][CH:14]=[CH:15][N:16]=1)[CH3:5]. Reported procedure: To a stirred solution of 7-(1-azidoethyl)-3-methyl-6-(1,3-thiazol-2-yl)-5H-[1,3]thiazolo[3,2-a]pyrimidin-5-one (0.030 g, 0.094 mmol) in tetrahydrofuran (0.3 mL) and water (0.068 mL) was added 1.00 M of trimethylphosphine in tetrahydrofuran (0.11 mL, 0.11 mmol) at room temperature and the mixture was stirred at room temperature for 1 hour. To the mixture was added ethyl acetate and the mixture was extracted with 1 N HCl two times. The combined extracts were neutralized with solid sodium bicarbona... Starting materials: [Al+3], [Al+3], C(=NC1CCCCC1)=NC1CCCCC1, [Cl-], [Cl-], [Cl-], ClCCl, [H-], [H-], [H-], [H-], [Li+], [Na+], C1CCOC1, [OH-], O, O, Oc1cccc2[nH]nnc12, O=C(O)C1CCC=C(c2ccccc2)C1, c1ccc(N2CCNCC2)nc1. Product: C1=C(c2ccccc2)CC(CN2CCN(c3ccccn3)CC2)CC1. Reaction SMILES: [Al+3:55].[Al+3:61].[CH:1]1([N:2]=[C:3]=[N:4][CH:5]2[CH2:6][CH2:7][CH2:8][CH2:9][CH2:10]2)[CH2:11][CH2:12][CH2:13][CH2:14][CH2:15]1.[Cl-:60].[Cl-:62].[Cl-:63].[Cl:66][CH2:67][Cl:68].[H-:54].[H-:57].[H-:58].[H-:59].[Li+:56].[Na+:65].[O:69]1[CH2:70][CH2:71][CH2:72][CH2:73]1.[OH-:64].[OH2:43].[OH2:74].[OH:44][c:45]1[c:46]2[n:47][n:48][nH:49][c:50]2[cH:51][cH:52][cH:53]1.[c:16]1([C:22]2=[CH:27][CH2:26][CH2:25][CH:24]([C:28]([OH:29])=[O:30])[CH2:23]2)[cH:17][cH:18][cH:19][cH:20][cH:21]1.[n:31]1[c:32]([N:37]2[CH2:38][CH2:39][NH:40][CH2:41][CH2:42]2)[cH:33][cH:34][cH:35][cH:36]1>>[c:16]1([C:22]2=[CH:27][CH2:26][CH2:25][CH:24]([CH2:28][N:40]3[CH2:39][CH2:38][N:37]([c:32]4[n:31][cH:36][cH:35][cH:34][cH:33]4)[CH2:42][CH2:41]3)[CH2:23]2)[cH:17][cH:18][cH:19][cH:20][cH:21]1. Starting materials: C(C)(C)(C)OC(=O)N1CCC(CC1)=O (4-oxo-piperidine-1-carboxylic acid tert-butyl ester), [N+](=O)([O-])C=CC1=CC=CC=C1 ((2-nitro-vinyl)-benzene), C(C)(C)(C)OC(=O)N1CC2=C(CC1)N(C=C2C2=CC=CC=C2)CC2=CC=CC=C2 (1-Benzyl-3-phenyl-1,4,6,7-tetrahydro-pyrrolo[3,2-c]pyridine-5-carboxylic acid tert-butyl ester). The solvent is C(C1=CC=CC=C1)N (benzylamine). Yields the product C(C1=CC=CC=C1)N1C=C(C=2CNCCC21)C2=CC=CC=C2 (1-Benzyl-3-phenyl-4,5,6,7-tetrahydro-1H-pyrrolo[3,2-c]pyridine). As a reaction SMILES: C(OC([N:8]1[CH2:13][CH2:12][C:11]2[N:14]([CH2:23][C:24]3[CH:29]=[CH:28][CH:27]=[CH:26][CH:25]=3)[CH:15]=[C:16]([C:17]3[CH:22]=[CH:21][CH:20]=[CH:19][CH:18]=3)[C:10]=2[CH2:9]1)=O)(C)(C)C.C(OC(N1CCC(=O)CC1)=O)(C)(C)C.[N+](C=CC1C=CC=CC=1)([O-])=O>C(N)C1C=CC=CC=1>[CH2:23]([N:14]1[C:11]2[CH2:12][CH2:13][NH:8][CH2:9][C:10]=2[C:16]([C:17]2[CH:22]=[CH:21][CH:20]=[CH:19][CH:18]=2)=[CH:15]1)[C:24]1[CH:25]=[CH:26][CH:27]=[CH:28][CH:29]=1. Procedure: 1-Benzyl-3-phenyl-1,4,6,7-tetrahydro-pyrrolo[3,2-c]pyridine-5-carboxylic acid tert-butyl ester. The desired compound (380.7 mg) was prepared from 0.51 g of 4-oxo-piperidine-1-carboxylic acid tert-butyl ester, 280 μL of benzylamine, and 0.39 g of (2-nitro-vinyl)-benzene as in Example 1, Step A. MS (ESI): exact mass calculated for C25H28N2O2, 388.22. found, m/z 389.2 [M+H]+. The reactants are NCCN1C(S\C(\C1=O)=C/C=1C=C2C=NN(C2=CC1)CC1=C(C=C(C=C1)Cl)C(F)(F)F)=O (3-(2-aminoethyl)-(5Z)-5-({1-[4-chloro-2-(trifluoromethyl)benzyl]-1H-indazol-5-yl}methylidene)-1,3-thiazolidine-2,4-dione), N1(CCCC1)S(=O)(=O)Cl (pyrrolidine-1-sulfonyl chloride). Product: ClC1=CC(=C(CN2N=CC3=CC(=CC=C23)\C=C/2\C(N(C(S2)=O)CCNS(=O)(=O)N2CCCC2)=O)C=C1)C(F)(F)F (N-{2-[(5Z)-5-({1-[4-Chloro-2-(trifluoromethyl)benzyl]-1H-indazol-5-yl}methylidene)-2,4-dioxo-1,3-thiazolidin-3-yl]ethyl}pyrrolidine-1-sulfonamide). Reaction SMILES: [NH2:1][CH2:2][CH2:3][N:4]1[C:8](=[O:9])/[C:7](=[CH:10]/[C:11]2[CH:12]=[C:13]3[C:17](=[CH:18][CH:19]=2)[N:16]([CH2:20][C:21]2[CH:26]=[CH:25][C:24]([Cl:27])=[CH:23][C:22]=2[C:28]([F:31])([F:30])[F:29])[N:15]=[CH:14]3)/[S:6][C:5]1=[O:32].[N:33]1([S:38](Cl)(=[O:40])=[O:39])[CH2:37][CH2:36][CH2:35][CH2:34]1>>[Cl:27][C:24]1[CH:25]=[CH:26][C:21]([CH2:20][N:16]2[C:17]3[C:13](=[CH:12][C:11](/[CH:10]=[C:7]4/[C:8](=[O:9])[N:4]([CH2:3][CH2:2][NH:1][S:38]([N:33]5[CH2:37][CH2:36][CH2:35][CH2:34]5)(=[O:40])=[O:39])[C:5](=[O:32])[S:6]/4)=[CH:19][CH:18]=3)[CH:14]=[N:15]2)=[C:22]([C:28]([F:30])([F:29])[F:31])[CH:23]=1. Procedure: N-{2-[(5Z)-5-({1-[4-Chloro-2-(trifluoromethyl)benzyl]-1H-indazol-5-yl}methylidene)-2,4-dioxo-1,3-thiazolidin-3-yl]ethyl}pyrrolidine-1-sulfonamide was prepared from 3-(2-aminoethyl)-(5Z)-5-({1-[4-chloro-2-(trifluoromethyl)benzyl]-1H-indazol-5-yl}methylidene)-1,3-thiazolidine-2,4-dione (from Example 49) and pyrrolidine-1-sulfonyl chloride following